Dataset: the Open Reaction Database (ORD), a public repository of structured organic reaction records. Task: describe an organic reaction: reactants, conditions, products, and yield Reactants: BrC=1C(=C(C(N(C1)C)=O)C)C (5-Bromo-1,3,4-trimethylpyridin-2-one), CS(=O)(=O)NC=1C=C(C=CC1)B(O)O ([3-(methanesulfonamido)phenyl]boronic acid). Product: CN1C=C(C(=C(C1=O)C)C)C=1C=C(C=CC1)NS(=O)(=O)C (N-[3-(1,4,5-trimethyl-6-oxopyridin-3-yl)phenyl]methanesulfonamide). RXN SMILES: Br[C:2]1[C:3]([CH3:11])=[C:4]([CH3:10])[C:5](=[O:9])[N:6]([CH3:8])[CH:7]=1.[CH3:12][S:13]([NH:16][C:17]1[CH:18]=[C:19](B(O)O)[CH:20]=[CH:21][CH:22]=1)(=[O:15])=[O:14]>>[CH3:8][N:6]1[C:5](=[O:9])[C:4]([CH3:10])=[C:3]([CH3:11])[C:2]([C:21]2[CH:22]=[C:17]([NH:16][S:13]([CH3:12])(=[O:14])=[O:15])[CH:18]=[CH:19][CH:20]=2)=[CH:7]1. Procedure details: 5-Bromo-1,3,4-trimethylpyridin-2-one was treated with [3-(methanesulfonamido)phenyl]boronic acid in a manner similar to Example 94 to give the title compound as a white solid. 1H NMR (CDCl3, 400 MHz) δ 7.42 (s, 1H), 7.39 (t, J=7.6 Hz, 1H), 7.24 (s, 1H), 7.16 (s, 1H), 7.08 (s, 1H), 7.05 (d, J=7.6 Hz, 1H), 3.59 (s, 3H), 3.06 (s, 3H), 2.19 (s, 3H), 2.06 (s, 3H). LCMS (M+H)+ 307. The reactants are NC1=C(C(NC(N1CC(C)(C)C)=O)=O)N=O (6-amino-1-(2,2-dimethylpropyl)-5-nitroso-2,4-(1H,3H)-pyrimidine dione), S(=O)([O-])S(=O)[O-].[Na+].[Na+] (sodiumdithionite). Solvent: O (water). Yields the product NC=1C(NC(N(C1N)CC(C)(C)C)=O)=O (5,6-diamino-1-(2,2-dimethylpropyl)-2,4-(1H,3H)-pyrimidinedione). Reaction SMILES: [NH2:1][C:2]1[N:7]([CH2:8][C:9]([CH3:12])([CH3:11])[CH3:10])[C:6](=[O:13])[NH:5][C:4](=[O:14])[C:3]=1[N:15]=O.S(S([O-])=O)([O-])=O.[Na+].[Na+]>O>[NH2:15][C:3]1[C:4](=[O:14])[NH:5][C:6](=[O:13])[N:7]([CH2:8][C:9]([CH3:10])([CH3:11])[CH3:12])[C:2]=1[NH2:1] |f:1.2.3|. Procedure details: To a suspension of 6.0 g of XXVII in 100 ml of water was added 13.0 g of sodiumdithionite in portions. The green crystals were filtered off and washed with water. Starting materials: N#Cc1ccc(C(=O)CCC(=O)O)cc1, C1CCOC1, CN1CCOCC1, COc1nc(Cl)nc(OC)n1, CC(C)(C)OC(=O)COC1CCNCC1. Product: CC(C)(C)OC(=O)COC1CCN(C(=O)CCC(=O)c2ccc(C#N)cc2)CC1. RXN SMILES: [C:1](#[N:2])[c:3]1[cH:4][cH:5][c:6]([C:9]([CH2:10][CH2:11][C:12](=[O:13])[OH:14])=[O:15])[cH:7][cH:8]1.[CH2:49]1[O:50][CH2:51][CH2:52][CH2:53]1.[CH3:27][N:28]1[CH2:29][CH2:30][O:31][CH2:32][CH2:33]1.[Cl:16][c:17]1[n:18][c:19]([O:20][CH3:21])[n:22][c:23]([O:24][CH3:25])[n:26]1.[NH:34]1[CH2:35][CH2:36][CH:37]([O:40][CH2:41][C:42](=[O:43])[O:44][C:45]([CH3:46])([CH3:47])[CH3:48])[CH2:38][CH2:39]1>>[C:1](#[N:2])[c:3]1[cH:4][cH:5][c:6]([C:9]([CH2:10][CH2:11][C:12](=[O:14])[N:34]2[CH2:35][CH2:36][CH:37]([O:40][CH2:41][C:42](=[O:43])[O:44][C:45]([CH3:46])([CH3:47])[CH3:48])[CH2:38][CH2:39]2)=[O:15])[cH:7][cH:8]1. Reactants: CC1C(OCC(C)(C)C)OCC(C(OCc2ccccc2)C(Cc2cc(F)cc(F)c2)N(Cc2ccccc2)Cc2ccccc2)N1C(=O)OC(C)(C)C, [Li]CCCC, CC(C)(C)[O-], CI, [K+], C1CCOC1. The product is Cc1c(F)cc(CC(C(OCc2ccccc2)C2COC(OCC(C)(C)C)C(C)N2C(=O)OC(C)(C)C)N(Cc2ccccc2)Cc2ccccc2)cc1F. RXN SMILES: [C:6]([CH3:7])([CH3:8])([CH3:9])[O:10][C:11](=[O:12])[N:13]1[CH:14]([CH3:59])[CH:15]([O:53][CH2:54][C:55]([CH3:56])([CH3:57])[CH3:58])[O:16][CH2:17][CH:18]1[CH:19]([CH:20]([CH2:21][c:22]1[cH:23][c:24]([F:29])[cH:25][c:26]([F:28])[cH:27]1)[N:30]([CH2:31][c:32]1[cH:33][cH:34][cH:35][cH:36][cH:37]1)[CH2:38][c:39]1[cH:40][cH:41][cH:42][cH:43][cH:44]1)[O:45][CH2:46][c:47]1[cH:48][cH:49][cH:50][cH:51][cH:52]1.[CH2:1]([Li:2])[CH2:3][CH2:4][CH3:5].[CH3:60][C:61]([CH3:62])([O-:63])[CH3:64].[I:66][CH3:67].[K+:65].[O:68]1[CH2:69][CH2:70][CH2:71][CH2:72]1>>[CH3:1][c:25]1[c:24]([F:29])[cH:23][c:22]([CH2:21][CH:20]([CH:19]([CH:18]2[N:13]([C:11]([O:10][C:6]([CH3:7])([CH3:8])[CH3:9])=[O:12])[CH:14]([CH3:59])[CH:15]([O:53][CH2:54][C:55]([CH3:56])([CH3:57])[CH3:58])[O:16][CH2:17]2)[O:45][CH2:46][c:47]2[cH:48][cH:49][cH:50][cH:51][cH:52]2)[N:30]([CH2:31][c:32]2[cH:33][cH:34][cH:35][cH:36][cH:37]2)[CH2:38][c:39]2[cH:40][cH:41][cH:42][cH:43][cH:44]2)[cH:27][c:26]1[F:28]. The product is NC1C(N([C@H](SC1)C1=CC=CC=C1)CC(=O)OCC[Si](C)(C)C)=O ((R)-dihydro-5-amino-4-oxo-2-phenyl-2H-1,3-thiazine-3(4H)-acetic acid, trimethylsilylethyl ester). Run in C(Cl)(Cl)Cl (chloroform). Procedure: A solution of the trimethylsilylethyl ester product from part (a) in dry chloroform is treated with N-methylhydrazine according to the procedure of Example 1(d) to give (R)-dihydro-5-amino-4-oxo-2-phenyl-2H-1,3-thiazine-3(4H)-acetic acid, trimethylsilylethyl ester. Starting materials: trimethylsilylethyl ester, C1(C=2C(C(N1C1C(N([C@H](SC1)C1=CC=CC=C1)CC(=O)OCC[Si](C)(C)C)=O)=O)=CC=CC2)=O ((R)-Dihydro-5-phthalimido-4-oxo-2-phenyl-2H-1,3-thiazine-3(4H)-acetic acid, trimethylsilylethyl ester), CNN (N-methylhydrazine). RXN SMILES: C1(=O)[N:5]([CH:6]2[CH2:11][S:10][C@H:9]([C:12]3[CH:17]=[CH:16][CH:15]=[CH:14][CH:13]=3)[N:8]([CH2:18][C:19]([O:21][CH2:22][CH2:23][Si:24]([CH3:27])([CH3:26])[CH3:25])=[O:20])[C:7]2=[O:28])C(=O)C2=CC=CC=C12.CNN>C(Cl)(Cl)Cl>[NH2:5][CH:6]1[CH2:11][S:10][C@H:9]([C:12]2[CH:13]=[CH:14][CH:15]=[CH:16][CH:17]=2)[N:8]([CH2:18][C:19]([O:21][CH2:22][CH2:23][Si:24]([CH3:26])([CH3:25])[CH3:27])=[O:20])[C:7]1=[O:28]. Reactants: C1CCOC1, Cc1ccc(C=O)cc1, CCCC[N+](CCCC)(CCCC)CCCC, Cl, [F-], C[Si](C)(C)C(F)(F)F. Yields the product Cc1ccc(C(O)C(F)(F)F)cc1. RXN SMILES: [CH2:37]1[O:38][CH2:39][CH2:40][CH2:41]1.[CH3:19][c:20]1[cH:21][cH:22][c:23]([CH:24]=[O:25])[cH:26][cH:27]1.[CH3:2][CH2:3][CH2:4][CH2:5][N+:6]([CH2:7][CH2:8][CH2:9][CH3:10])([CH2:11][CH2:12][CH2:13][CH3:14])[CH2:15][CH2:16][CH2:17][CH3:18].[ClH:36].[F-:1].[F:28][C:29]([F:30])([F:31])[Si:32]([CH3:33])([CH3:34])[CH3:35]>>[CH3:19][c:20]1[cH:21][cH:22][c:23]([CH:24]([OH:25])[C:29]([F:28])([F:30])[F:31])[cH:26][cH:27]1. Reactants: C(=O)(O)[O-].[Na+] (NaHCO3), C(=O)C=1N=C2N(C(=CN=C2N2CCOCC2)C=2C=CC(=NC2)N2CCN(CC2)C(=O)OC(C)(C)C)C1 (tert-Butyl 4-(5-(2-formyl-8-morpholinoimidazo[1,2-a]pyrazin-5-yl)pyridin-2-yl)piperazine-1-carboxylate), CC1=NC2=CC=CC=C2C=C1 (2-methylquinoline), Cl[Si](C)(C)C (chlorotrimethylsilane). The solvent is CN(C)C=O (DMF), O (water). Yields the product O1CCN(CC1)C=1C=2N(C(=CN1)C=1C=CC(=NC1)N1CCN(CC1)C(=O)OC(C)(C)C)C=C(N2)\C=C\C2=NC1=CC=CC=C1C=C2 ((E)-tert-Butyl 4-(5-(8-morpholino-2-(2-(quinolin-2-yl)vinyl)imidazo[1,2-a]pyrazin-5-yl)pyridin-2-yl)piperazine-1-carboxylate), solid. Yield: 64.0%. As a reaction SMILES: [CH:1]([C:3]1[N:4]=[C:5]2[C:10]([N:11]3[CH2:16][CH2:15][O:14][CH2:13][CH2:12]3)=[N:9][CH:8]=[C:7]([C:17]3[CH:18]=[CH:19][C:20]([N:23]4[CH2:28][CH2:27][N:26]([C:29]([O:31][C:32]([CH3:35])([CH3:34])[CH3:33])=[O:30])[CH2:25][CH2:24]4)=[N:21][CH:22]=3)[N:6]2[CH:36]=1)=O.[CH3:37][C:38]1[CH:47]=[CH:46][C:45]2[C:40](=[CH:41][CH:42]=[CH:43][CH:44]=2)[N:39]=1.Cl[Si](C)(C)C.C([O-])(O)=O.[Na+]>CN(C=O)C.O>[O:14]1[CH2:15][CH2:16][N:11]([C:10]2[C:5]3[N:6]([CH:36]=[C:3](/[CH:1]=[CH:37]/[C:38]4[CH:47]=[CH:46][C:45]5[C:40](=[CH:41][CH:42]=[CH:43][CH:44]=5)[N:39]=4)[N:4]=3)[C:7]([C:17]3[CH:18]=[CH:19][C:20]([N:23]4[CH2:24][CH2:25][N:26]([C:29]([O:31][C:32]([CH3:33])([CH3:34])[CH3:35])=[O:30])[CH2:27][CH2:28]4)=[N:21][CH:22]=3)=[CH:8][N:9]=2)[CH2:12][CH2:13]1 |f:3.4|. Procedure details: To a solution of compound 19a (50.0 mg, 0.101 mmol) in DMF (3 mL) was added 2-methylquinoline (13.2 μL, 0.101 mmol) and chlorotrimethylsilane (38.6 μL, 0.304 mmol). The reaction mixture was stirred in a 10 mL sealed tube for 2 h at 80° C. After cooling to rt, the reaction mixture was poured into water (20 mL). The mixture was adjusted to basic using saturated NaHCO3 solution, and was extracted with DCM (2×20 mL). The combined organic layers were washed with brine, dried over MgSO4, filtered and ...